From a dataset of the Open Reaction Database (ORD), a public repository of structured organic reaction records. describe an organic reaction: reactants, conditions, products, and yield Starting materials: COC(=O)CCCCCCCCn1cc(-c2ccccc2)n(-c2ccc(Cl)cc2)c1=O, CO, [Na+], [OH-]. The product is O=C(O)CCCCCCCCn1cc(-c2ccccc2)n(-c2ccc(Cl)cc2)c1=O. Reaction SMILES: [CH3:1][O:2][C:3]([CH2:4][CH2:5][CH2:6][CH2:7][CH2:8][CH2:9][CH2:10][CH2:11][n:12]1[c:13](=[O:30])[n:14](-[c:23]2[cH:24][cH:25][c:26]([Cl:29])[cH:27][cH:28]2)[c:15](-[c:17]2[cH:18][cH:19][cH:20][cH:21][cH:22]2)[cH:16]1)=[O:31].[CH3:34][OH:35].[Na+:33].[OH-:32]>>[O:2]=[C:3]([CH2:4][CH2:5][CH2:6][CH2:7][CH2:8][CH2:9][CH2:10][CH2:11][n:12]1[c:13](=[O:30])[n:14](-[c:23]2[cH:24][cH:25][c:26]([Cl:29])[cH:27][cH:28]2)[c:15](-[c:17]2[cH:18][cH:19][cH:20][cH:21][cH:22]2)[cH:16]1)[OH:31]. Starting materials: NCCCCCCN1CCC(CC1)C=1C=C(C=CC1)NC(C(C)C)=O (N-{3-[1-(6-aminohexyl)-4-piperidinyl]phenyl}-2-methylpropanamide), C1(=CC=CC=C1)N1N=CC(=C1CCC)C(=O)Cl (1-phenyl-5-propyl-1H-pyrazole-4-carbonyl chloride). The solvent is C1CCOC1 (THF). Yields the product C(C(C)C)(=O)NC=1C=C(C=CC1)C1CCN(CC1)CCCCCCNC(=O)C=1C=NN(C1CCC)C1=CC=CC=C1 (N-(6-[4-[3-(ISOBUTYRYLAMINO)PHENYL]-1-PIPERIDINYL}HEXYL)-1-PHENYL-5-PROPYL-1H-PYRAZOLE-4-CARBOXAMIDE). Reaction SMILES: [NH2:1][CH2:2][CH2:3][CH2:4][CH2:5][CH2:6][CH2:7][N:8]1[CH2:13][CH2:12][CH:11]([C:14]2[CH:15]=[C:16]([NH:20][C:21](=[O:25])[CH:22]([CH3:24])[CH3:23])[CH:17]=[CH:18][CH:19]=2)[CH2:10][CH2:9]1.[C:26]1([N:32]2[C:36]([CH2:37][CH2:38][CH3:39])=[C:35]([C:40](Cl)=[O:41])[CH:34]=[N:33]2)[CH:31]=[CH:30][CH:29]=[CH:28][CH:27]=1>C1COCC1>[C:21]([NH:20][C:16]1[CH:15]=[C:14]([CH:11]2[CH2:12][CH2:13][N:8]([CH2:7][CH2:6][CH2:5][CH2:4][CH2:3][CH2:2][NH:1][C:40]([C:35]3[CH:34]=[N:33][N:32]([C:26]4[CH:31]=[CH:30][CH:29]=[CH:28][CH:27]=4)[C:36]=3[CH2:37][CH2:38][CH3:39])=[O:41])[CH2:9][CH2:10]2)[CH:19]=[CH:18][CH:17]=1)(=[O:25])[CH:22]([CH3:23])[CH3:24]. Procedure: Prepared by Procedure Q1 (THF) and Scheme AT using N-{3-[1-(6-aminohexyl)-4-piperidinyl]phenyl}-2-methylpropanamide and 1-phenyl-5-propyl-1H-pyrazole-4-carbonyl chloride: ESMS m/e: 558.3 (M+H)+. RXN SMILES: [C:1]1([CH2:11][NH2:12])[C:10]2[C:5](=[CH:6][CH:7]=[CH:8][CH:9]=2)[CH:4]=[CH:3][CH:2]=1.C([O:17][C:18]([C:20]1[CH:25]=[CH:24][CH:23]=[CH:22][C:21]=1[C:26]1[CH:31]=[CH:30][C:29]([CH2:32][N:33]2[C:41]3[C:36](=[CH:37][C:38]([C:42](O)=[O:43])=[CH:39][CH:40]=3)[C:35]([CH3:45])=[C:34]2[CH3:46])=[CH:28][CH:27]=1)=[O:19])(C)(C)C>>[CH3:46][C:34]1[N:33]([CH2:32][C:29]2[CH:30]=[CH:31][C:26]([C:21]3[C:20]([C:18]([OH:19])=[O:17])=[CH:25][CH:24]=[CH:23][CH:22]=3)=[CH:27][CH:28]=2)[C:41]2[C:36]([C:35]=1[CH3:45])=[CH:37][C:38]([C:42](=[O:43])[NH:12][CH2:11][C:1]1[C:10]3[C:5](=[CH:6][CH:7]=[CH:8][CH:9]=3)[CH:4]=[CH:3][CH:2]=1)=[CH:39][CH:40]=2. The product is CC=1N(C2=CC=C(C=C2C1C)C(NCC1=CC=CC2=CC=CC=C12)=O)CC1=CC=C(C=C1)C=1C(=CC=CC1)C(=O)O (4′-((2,3-dimethyl-5-(naphthalen-1-ylmethylcarbamoyl)-1H-indol-1-yl)methyl)biphenyl-2-carboxylic acid). Starting materials: C1(=CC=CC2=CC=CC=C12)CN (1-naphthylmethylamine), C(C)(C)(C)OC(=O)C1=C(C=CC=C1)C1=CC=C(C=C1)CN1C(=C(C2=CC(=CC=C12)C(=O)O)C)C (1-((2′-(tert-butoxycarbonyl)biphenyl-4-yl)methyl)-2,3-dimethyl-1H-indole-5-carboxylic acid). Procedure: The title compound was prepared following the same general protocol as described in Steps 8-9, Example 1, using 1-naphthylmethylamine and 1-((2′-(tert-butoxycarbonyl)biphenyl-4-yl)methyl)-2,3-dimethyl-1H-indole-5-carboxylic acid. Starting materials: S=C1NC2(CCCCC2)NC12CCCCC2, CN=C=O, C1CN2CCN1CC2, c1ccccc1. The product is CNC(=O)N1C(=S)C2(CCCCC2)NC12CCCCC2. Reaction SMILES: [CH2:1]1[CH2:2][CH2:3][CH2:4][CH2:5][C:6]12[NH:7][C:8]1([CH2:9][CH2:10][CH2:11][CH2:12][CH2:13]1)[NH:14][C:15]2=[S:16].[CH3:17][N:18]=[C:19]=[O:20].[N:21]12[CH2:22][CH2:23][N:24]([CH2:25][CH2:26]1)[CH2:27][CH2:28]2.[cH:29]1[cH:30][cH:31][cH:32][cH:33][cH:34]1>>[CH2:1]1[CH2:2][CH2:3][CH2:4][CH2:5][C:6]12[NH:7][C:8]1([CH2:9][CH2:10][CH2:11][CH2:12][CH2:13]1)[N:14]([C:19]([NH:18][CH3:17])=[O:20])[C:15]2=[S:16].